This data is from the Open Reaction Database (ORD), a public repository of structured organic reaction records. The task is: describe an organic reaction: reactants, conditions, products, and yield Starting materials: C(C1=CC=CC=C1)N(C1=CC(=C(C=C1F)N1CCN(CC1)C(=O)OC(C)(C)C)C)CC1=CC=CC=C1 (tert-butyl 4-(4-(dibenzylamino)-5-fluoro-2-methylphenyl)piperazine-1-carboxylate). Reagents/catalysts: [Pd] (palladium on carbon). Solvent: CO (methanol). Run at time 18 hour. The product is NC1=CC(=C(C=C1F)N1CCN(CC1)C(=O)OC(C)(C)C)C (tert-butyl 4-(4-amino-5-fluoro-2-methylphenyl)piperazine-1-carboxylate). As a reaction SMILES: C([N:8](CC1C=CC=CC=1)[C:9]1[C:14]([F:15])=[CH:13][C:12]([N:16]2[CH2:21][CH2:20][N:19]([C:22]([O:24][C:25]([CH3:28])([CH3:27])[CH3:26])=[O:23])[CH2:18][CH2:17]2)=[C:11]([CH3:29])[CH:10]=1)C1C=CC=CC=1>[Pd].CO>[NH2:8][C:9]1[C:14]([F:15])=[CH:13][C:12]([N:16]2[CH2:21][CH2:20][N:19]([C:22]([O:24][C:25]([CH3:27])([CH3:26])[CH3:28])=[O:23])[CH2:18][CH2:17]2)=[C:11]([CH3:29])[CH:10]=1. Reported procedure: A suspension of the product of Example 51B (2 g, 4.1 mmol) and 10% palladium on carbon (200 mg) in methanol (100 mL) was stirred under hydrogen for 18 hours. The catalyst was filtered and the filtrate was concentrated and the residue was purified by flash chromatography on silica gel (200-300 mesh) eluting with 1/1 petroleum ether/ethyl acetate to give the title compound. MS: 310 (M+H+). Starting materials: CO, [N-]=[N+]=NCCn1cnc2cc(C(=O)N3C4CCC3CC(O)C4)ccc21. Yields the product NCCn1cnc2cc(C(=O)N3C4CCC3CC(O)C4)ccc21. As a reaction SMILES: [CH3:26][OH:27].[N:1](=[N+:2]=[N-:3])[CH2:4][CH2:5][n:6]1[cH:7][n:8][c:9]2[c:10]1[cH:11][cH:12][c:13]([C:15](=[O:16])[N:17]1[CH:18]3[CH2:19][CH:20]([OH:25])[CH2:21][CH:22]1[CH2:23][CH2:24]3)[cH:14]2>>[NH2:1][CH2:4][CH2:5][n:6]1[cH:7][n:8][c:9]2[c:10]1[cH:11][cH:12][c:13]([C:15](=[O:16])[N:17]1[CH:18]3[CH2:19][CH:20]([OH:25])[CH2:21][CH:22]1[CH2:23][CH2:24]3)[cH:14]2. Starting materials: CC(=O)Nc1ccc(Sc2c(N)cc(C(=O)O)cc2S(N)(=O)=O)cc1, CCO, BrCC1CC1, [Li+], [OH-], O. Product: CC(=O)Nc1ccc(Sc2c(NCC3CC3)cc(C(=O)O)cc2S(N)(=O)=O)cc1. As a reaction SMILES: [C:1]([CH3:2])(=[O:3])[NH:4][c:5]1[cH:6][cH:7][c:8]([S:11][c:12]2[c:13]([NH2:25])[cH:14][c:15]([C:16](=[O:17])[OH:18])[cH:19][c:20]2[S:21]([NH2:22])(=[O:23])=[O:24])[cH:9][cH:10]1.[CH3:34][CH2:35][OH:36].[CH:29]1([CH2:32][Br:33])[CH2:30][CH2:31]1.[Li+:27].[OH-:28].[OH2:26]>>[C:1]([CH3:2])(=[O:3])[NH:4][c:5]1[cH:6][cH:7][c:8]([S:11][c:12]2[c:13]([NH:25][CH2:32][CH:29]3[CH2:30][CH2:31]3)[cH:14][c:15]([C:16](=[O:17])[OH:18])[cH:19][c:20]2[S:21]([NH2:22])(=[O:23])=[O:24])[cH:9][cH:10]1. Starting materials: CC=1C=C(C=C2CN(C(C12)=O)CC1=CC=C(C=C1)OC(F)(F)F)C(=O)NN (7-Methyl-1-oxo-2-(4-trifluoromethoxy-benzyl)-2,3-dihydro-1H-isoindole-5-carboxylic acid hydrazide), COC(CCl)(OC)OC (trimethoxy chloroethane). The product is EtOAc Hexanes, ClCC1=NN=C(O1)C=1C=C2CN(C(C2=C(C1)C)=O)CC1=CC=C(C=C1)OC(F)(F)F (5-(5-Chloromethyl-[1,3,4]oxadiazol-2-yl)-7-methyl-2-(4-trifluoromethoxy-benzyl)-2,3-dihydro-isoindol-1-one). The yield is 50.0%. RXN SMILES: [CH3:1][C:2]1[CH:3]=[C:4]([C:24]([NH:26][NH2:27])=[O:25])[CH:5]=[C:6]2[C:10]=1[C:9](=[O:11])[N:8]([CH2:12][C:13]1[CH:18]=[CH:17][C:16]([O:19][C:20]([F:23])([F:22])[F:21])=[CH:15][CH:14]=1)[CH2:7]2.CO[C:30](OC)(OC)[CH2:31][Cl:32]>>[Cl:32][CH2:31][C:30]1[O:25][C:24]([C:4]2[CH:5]=[C:6]3[C:10](=[C:2]([CH3:1])[CH:3]=2)[C:9](=[O:11])[N:8]([CH2:12][C:13]2[CH:18]=[CH:17][C:16]([O:19][C:20]([F:21])([F:22])[F:23])=[CH:15][CH:14]=2)[CH2:7]3)=[N:26][N:27]=1. Procedure: 7-Methyl-1-oxo-2-(4-trifluoromethoxy-benzyl)-2,3-dihydro-1H-isoindole-5-carboxylic acid hydrazide (200.0 mg, 0.527 mmol) was stirred with trimethoxy chloroethane (2.0 mL) at 120° C. for two hours. The reaction was concentrated and column chromatography (50% EtOAc/Hexanes) provided the title compound as a yellow solid (28.0 mg). 1H NMR (300 MHz, CDCl3): δ 7.94 (s, 2H), 7.38 (d, 2H), 7.21 (d, 2H), 4.81 (s, 4H), 4.34 (s, 2H), 2.85 (s, 3H). Reactants: O[C@@H]1CC2=CC[C@H]3[C@@H]4CCC([C@@]4(C)CC[C@@H]3[C@]2(CC1)CO)=O (3β,19-dihydroxy-5-androsten-17-one), CC(=O)C.OS(=O)(=O)O.O=[Cr](=O)=O (Jones Reagent). Run in CC(=O)C (acetone). The product is C[C@@]12C(CC[C@H]1[C@@H]1CC=C3CC(CC[C@]3(C=O)[C@H]1CC2)=O)=O (5-androstene-3,17,19-trione). Reaction SMILES: [OH:1][C@H:2]1[CH2:19][CH2:18][C@@:17]2([CH2:20][OH:21])[C:4](=[CH:5][CH2:6][C@@H:7]3[C@@H:16]2[CH2:15][CH2:14][C@@:12]2([CH3:13])[C@H:8]3[CH2:9][CH2:10][C:11]2=[O:22])[CH2:3]1.CC(C)=O.OS(O)(=O)=O.O=[Cr](=O)=O>CC(C)=O>[CH3:13][C@:12]12[CH2:14][CH2:15][C@H:16]3[C@@H:7]([CH2:6][CH:5]=[C:4]4[C@:17]3([CH:20]=[O:21])[CH2:18][CH2:19][C:2](=[O:1])[CH2:3]4)[C@@H:8]1[CH2:9][CH2:10][C:11]2=[O:22] |f:1.2.3|. Procedure: To a solution of 3β,19-dihydroxy-5-androsten-17-one in acetone at 10° C. is added two equivalents of Jones Reagent with stirring. After an additional 15 minutes the upper acetone layer is decanted and poured onto ice water. The precipitate which forms is filtered, washed with water and dissolved in ether. The ether solution is dried over magnesium sulfate and concentrated under reduced pressure. Crystallization of the residue from an acetone-hexane solution yields 5-androstene-3,17,19-trione. Starting materials: Cl.N[C@H]1CN(CC1)S(=O)(=O)C1=CC(=CC=C1)O ((R)-3-Amino-1-(3-hydroxyphenylsulfonyl)pyrrolidine hydrochloride), [BH3-]C#N.[Na+] (NaCNBH3), C(#N)C1=C(C=C(CN2C=NC=C2C=O)C=C1)F (1-(4-cyano-3-fluorobenzyl)-5-imidazolecarboxaldehyde), C(C)(C)N(C(C)C)CC (N,N-diisopropylethylamine). Run in CO (MeOH). Run at time 1 hour. The product is FC1=C(C#N)C=CC(=C1)CN1C=NC=C1CN[C@H]1CN(CC1)S(=O)(=O)C1=CC(=CC=C1)O ((R)-2-Fluoro-4(5-{[1-(3-hydroxyphenylsulfonyl)pyrrolidin-3-ylamino]methyl}imidazol-1-ylmethy)benzonitrile). As a reaction SMILES: Cl.[NH2:2][C@@H:3]1[CH2:7][CH2:6][N:5]([S:8]([C:11]2[CH:16]=[CH:15][CH:14]=[C:13]([OH:17])[CH:12]=2)(=[O:10])=[O:9])[CH2:4]1.[C:18]([C:20]1[CH:33]=[CH:32][C:23]([CH2:24][N:25]2[C:29]([CH:30]=O)=[CH:28][N:27]=[CH:26]2)=[CH:22][C:21]=1[F:34])#[N:19].C(N(CC)C(C)C)(C)C.[BH3-]C#N.[Na+]>CO>[F:34][C:21]1[CH:22]=[C:23]([CH2:24][N:25]2[C:29]([CH2:30][NH:2][C@@H:3]3[CH2:7][CH2:6][N:5]([S:8]([C:11]4[CH:16]=[CH:15][CH:14]=[C:13]([OH:17])[CH:12]=4)(=[O:10])=[O:9])[CH2:4]3)=[CH:28][N:27]=[CH:26]2)[CH:32]=[CH:33][C:20]=1[C:18]#[N:19] |f:0.1,4.5|. Reported procedure: (R)-3-Amino-1-(3-hydroxyphenylsulfonyl)pyrrolidine hydrochloride, as described above in Step F. (360 mg, 1.29 nimol) and 1-(4-cyano-3-fluorobenzyl)-5-imidazolecarboxaldehyde, as described in Example 1, Step G. (326 mg, 1.42 mmol) were stirred in MeOH (8 mL) and N,N-diisopropylethylamine was added dropwise adjust the mixture to ca. pH 5, as judged by wetted pH paper. The mixture was stirred for 1 hour at ambient temperature then NaCNBH3 (97 mg, 1.54 mmol) was added and stirring was continued for ...